From a dataset of the Open Reaction Database (ORD), a public repository of structured organic reaction records. describe an organic reaction: reactants, conditions, products, and yield Starting materials: Clc1nc(NC2CC2)nc(C2CCC2)n1, Clc1nc(Cl)nc(Cl)n1. Product: Clc1nc(NC2CC2)nc(C2CC2)n1. RXN SMILES: [Cl:10][c:11]1[n:12][c:13]([NH:21][CH:22]2[CH2:23][CH2:24]2)[n:14][c:15]([CH:17]2[CH2:18][CH2:19][CH2:20]2)[n:16]1.[Cl:1][c:2]1[n:3][c:4]([Cl:5])[n:6][c:7]([Cl:8])[n:9]1>>[Cl:10][c:11]1[n:12][c:13]([NH:21][CH:22]2[CH2:23][CH2:24]2)[n:14][c:15]([CH:17]2[CH2:19][CH2:20]2)[n:16]1. Reactants: [Mg] (magnesium), C(C1=CC=CC=C1)Br (benzyl bromide), ether anhydride, C(C1=CC=CC=C1)[Mg]Br (benzylmagnesium bromide), ClCC(=O)Cl (chloroacetyl chloride), cuprous iodide, [Cl-].[NH4+] (ammonium chloride). The solvent is C(C)OCC (diethyl ether), O1CCCC1 (tetrahydrofuran), C(C)OCC (diethyl ether). Reaction conditions: time 2.5 hour. Product: ClCC(=O)CC1=CC=CC=C1 (Benzyl Chloromethyl Ketone). RXN SMILES: [Mg].[CH2:2](Br)[C:3]1[CH:8]=[CH:7][CH:6]=[CH:5][CH:4]=1.C([Mg]Br)C1C=CC=CC=1.[Cl:19][CH2:20][C:21](Cl)=[O:22].[Cl-].[NH4+]>O1CCCC1.C(OCC)C>[Cl:19][CH2:20][C:21]([CH2:2][C:3]1[CH:8]=[CH:7][CH:6]=[CH:5][CH:4]=1)=[O:22] |f:4.5|. Reported procedure: 100 ml of anhydrous diethyl ether was added to 12.4 g of magnesium (used for the synthesis of a Grignard's reagent), to which were then added dropwise a mixture of 45 ml of benzyl bromide and 50 ml of an ether anhydride by using a dropping funnel over 30 minutes in a nitrogen atmosphere in a manner that the solution was mildly refluxed. This diethyl ether solution of benzylmagnesium bromide was added dropwise to a mixture of 40 ml of chloroacetyl chloride, 778 mg of cuprous iodide and 100 ml of ... Reactants: C([O-])([O-])=O.[Cs+].[Cs+] (Cesium carbonate), ClC1=NC=NC(=C1C)OC1CCN(CC1)C1=NC=CC=N1 (4-chloro-5-methyl-6-(1-(pyrimidin-2-yl)piperidin-4-yloxy)pyrimidine), CC1(OCC(CO1)C1=CC=C(C=C1)O)C (4-(2,2-dimethyl-1,3-dioxan-5-yl)phenol). The solvent is CN(C)C=O (DMF). Conditions: temperature 60 celsius, time 12 hour. Product: CC1(OCC(CO1)C1=CC=C(OC2=NC=NC(=C2C)OC2CCN(CC2)C2=NC=CC=N2)C=C1)C (4-(4-(2,2-dimethyl-1,3-dioxan-5-yl)phenoxy)-5-methyl-6-(1-(pyrimidin-2-yl)piperidin-4-yloxy)pyrimidine). Yield: 68.7%. RXN SMILES: C(=O)([O-])[O-].[Cs+].[Cs+].Cl[C:8]1[C:13]([CH3:14])=[C:12]([O:15][CH:16]2[CH2:21][CH2:20][N:19]([C:22]3[N:27]=[CH:26][CH:25]=[CH:24][N:23]=3)[CH2:18][CH2:17]2)[N:11]=[CH:10][N:9]=1.[CH3:28][C:29]1([CH3:42])[O:34][CH2:33][CH:32]([C:35]2[CH:40]=[CH:39][C:38]([OH:41])=[CH:37][CH:36]=2)[CH2:31][O:30]1>CN(C=O)C>[CH3:28][C:29]1([CH3:42])[O:30][CH2:31][CH:32]([C:35]2[CH:40]=[CH:39][C:38]([O:41][C:8]3[C:13]([CH3:14])=[C:12]([O:15][CH:16]4[CH2:21][CH2:20][N:19]([C:22]5[N:27]=[CH:26][CH:25]=[CH:24][N:23]=5)[CH2:18][CH2:17]4)[N:11]=[CH:10][N:9]=3)=[CH:37][CH:36]=2)[CH2:33][O:34]1 |f:0.1.2|. Procedure details: Cesium carbonate (2.97 mg, 0.00914 moles) was added to a solution 4-chloro-5-methyl-6-(1-(pyrimidin-2-yl)piperidin-4-yloxy)pyrimidine (1.39 gm, 0.00457 moles) and 4-(2,2-dimethyl-1,3-dioxan-5-yl)phenol (950 mg, 0.00457 moles) in dry DMF (10 ml) and the reaction mixture was stirred at 60° C. for 12 hours. Then reaction mixture was poured into ice cold water and extracted with ethyl acetate. The organic extract was successively washed with water & brine, dried over sodium sulfate and concentrated ...